From a dataset of the Open Reaction Database (ORD), a public repository of structured organic reaction records. describe an organic reaction: reactants, conditions, products, and yield The reactants are ethyl N-[(4-aminobutyl)oxy]acetamidate, C1(C=2C(C(N1CCCCON=C(C)OCC)=O)=CC=CC2)=O (ethyl N-[(4-phthalimidobutyl)oxy]acetimidate), NN (hydrazine), amine. Product: amine, C1(N=NC(C2=CC=CC=C12)=O)=O (phthalazine-1,4-dione). As a reaction SMILES: [NH2:1]N.[C:3]1(=[O:24])[N:7](CCCCON=C(OCC)C)[C:6](=[O:19])[C:5]2=[CH:20][CH:21]=[CH:22][CH:23]=[C:4]12>>[C:3]1(=[O:24])[C:4]2[C:5](=[CH:20][CH:21]=[CH:22][CH:23]=2)[C:6](=[O:19])[N:1]=[N:7]1. Procedure details: Briefly, N-(4-bromobutyl)phthalimide was treated with the anion of ethyl N-hydroxyacetimidate in tetrahydrofuran to yield ethyl N-[(4-phthalimidobutyl)oxy]acetimidate. The product was then treated with hydrazine to release the desired amine, ethyl N-[(4-aminobutyl)oxy]acetamidate, from the phthalimide. The desired amine was isolated from the crude product by removal of phthalazine-1,4-dione by filtration, and was coupled to biotin using dicyclohexyl carbodiimide and N-hydroxy succinimide in dime... Yields the product CNC(=O)C=1OC2=C(C1)C(=CC=C2)N2CCNCC2 (N-Methyl-4-piperazin-1-yl-benzofuran-2-carboxamide). Starting materials: CNC(=O)C=1OC2=C(C1)C(=CC=C2)N2CCN(CC2)C(=O)OC(C)(C)C (tert-Butyl 4-(2-(methylcarbamoyl)benzofuran-4-yl)piperazine-1-carboxylate), FC(C(=O)O)(F)F (trifluoroacetic acid). Procedure: tert-Butyl 4-(2-(methylcarbamoyl)benzofuran-4-yl)piperazine-1-carboxylate (5.8 g, 16.1 mmol) was stirred in dichloromethane (50 mL) and trifluoroacetic acid (12.4 mL, 161.4 mmol) at rt for 4 h. The solvent was removed by rotary evaporation. The residue was dissolved in dichloromethane and 20 mL of 7 N NH3 in methanol was added. The mixture was evaporated onto silica gel, which was added to a silica gel column and eluted with 0-10% methanol (7 N NH3) in dichloromethane. The collected fractions we... Run in ClCCl (dichloromethane). As a reaction SMILES: [CH3:1][NH:2][C:3]([C:5]1[O:6][C:7]2[CH:13]=[CH:12][CH:11]=[C:10]([N:14]3[CH2:19][CH2:18][N:17](C(OC(C)(C)C)=O)[CH2:16][CH2:15]3)[C:8]=2[CH:9]=1)=[O:4].FC(F)(F)C(O)=O>ClCCl>[CH3:1][NH:2][C:3]([C:5]1[O:6][C:7]2[CH:13]=[CH:12][CH:11]=[C:10]([N:14]3[CH2:19][CH2:18][NH:17][CH2:16][CH2:15]3)[C:8]=2[CH:9]=1)=[O:4]. Starting materials: CC(=O)C1=CC=2C(CCC(C2C=C1O)(C)C)(C)C (5,6,7,8-tetrahydro-3-hydroxy-5,5,8,8-tetramethyl-2-naphthyl methyl ketone), C1(=CC=CC=C1)C (toluene), COC=1C=CC(=CC1)P2(=S)SP(=S)(S2)C=3C=CC(=CC3)OC (Lawesson's reagent). Run in O (water). Conditions: temperature 120 celsius, time 24 hour. Yields the product OC=1C(=CC=2C(CCC(C2C1)(C)C)(C)C)C(C)=S (5,6,7,8-tetrahydro-3-hydroxy-5,5,8,8-tetramethyl-2-naphthyl ethanethione). RXN SMILES: [CH3:1][C:2]([C:4]1[C:13]([OH:14])=[CH:12][C:11]2[C:10]([CH3:16])([CH3:15])[CH2:9][CH2:8][C:7]([CH3:18])([CH3:17])[C:6]=2[CH:5]=1)=O.C1(C)C=CC=CC=1.COC1C=CC(P2(SP(C3C=CC(OC)=CC=3)(=S)S2)=[S:35])=CC=1>O>[OH:14][C:13]1[C:4]([C:2](=[S:35])[CH3:1])=[CH:5][C:6]2[C:7]([CH3:18])([CH3:17])[CH2:8][CH2:9][C:10]([CH3:16])([CH3:15])[C:11]=2[CH:12]=1. Procedure details: To 5,6,7,8-tetrahydro-3-hydroxy-5,5,8,8-tetramethyl-2-naphthyl methyl ketone (13.3 mg, 53.9 μmol) were added anhydrous toluene (1 mL) and Lawesson's reagent (32.0 mg, 80.9 mmol) followed by stirring at 120° C. for 24 hours. The reaction solution was poured into cold water and extracted by dichloromethane, and the combined organic layers were concentrated under reduced pressure. The crude product was purified by silica gel column chromatography using hexane/ethyl acetate (12/1) as an elution solv... Reactants: N(CC(=O)N[C@@H](C)C(=O)NCC(=O)O)C(=O)OC(C)(C)C (Boc-Gly-Ala-Gly), Cl (HCl), O (H2O), Example 34A, Cl (HCl), Example 34B, C=1C=CC2=C(C1)N=NN2O (HOBT), N[C@H](C)C(=O)NCC(=O)OCC1=CC=CC=C1 (DAla-Gly-OBzl). Run in C(CCl)Cl (EDC), CN(C)C=O (DMF). Conditions: time 12 hour. Yields the product N(CC(=O)N[C@@H](C)C(=O)NCC(=O)N[C@H](C)C(=O)NCC(=O)OCC1=CC=CC=C1)C(=O)OC(C)(C)C (Boc-Gly-Ala-Gly-DAla-Gly-OBzl). The yield is 70.0%. As a reaction SMILES: [NH:1]([C:15]([O:17][C:18]([CH3:21])([CH3:20])[CH3:19])=[O:16])[CH2:2][C:3]([NH:5][C@H:6]([C:8]([NH:10][CH2:11][C:12]([OH:14])=O)=[O:9])[CH3:7])=[O:4].C1C=CC2N(O)N=NC=2C=1.O.Cl.[NH2:34][C@@H:35]([C:37]([NH:39][CH2:40][C:41]([O:43][CH2:44][C:45]1[CH:50]=[CH:49][CH:48]=[CH:47][CH:46]=1)=[O:42])=[O:38])[CH3:36]>CN(C=O)C.C(Cl)CCl>[NH:1]([C:15]([O:17][C:18]([CH3:21])([CH3:20])[CH3:19])=[O:16])[CH2:2][C:3]([NH:5][C@H:6]([C:8]([NH:10][CH2:11][C:12]([NH:34][C@@H:35]([C:37]([NH:39][CH2:40][C:41]([O:43][CH2:44][C:45]1[CH:46]=[CH:47][CH:48]=[CH:49][CH:50]=1)=[O:42])=[O:38])[CH3:36])=[O:14])=[O:9])[CH3:7])=[O:4]. Procedure: To a solution of Boc-Gly-Ala-Gly prepared as in Example 34B (11.0 g, 36.5 mmol) in anhydrous DMF (270 ml), was added HOBT.circle-solid.H2O (5.46 g, 40.4 mmol), EDC.circle-solid.HCl (7.74 g, 40.4 mmol), and DAla-Gly-OBzl .circle-solid.HCl prepared as in Example 34A (9.95 g, 36.5 mmol). The pH of the resulting solution was adjusted to ~8 (measured by spotting the reaction mixture on moistened Hydrion paper) and the reaction mixture was allowed to stir at room temperature for 12 h thereafter. The s... Starting materials: Cc1cc(N)cc(B2OC(C)(C)C(C)(C)O2)c1, CS(=O)(=O)O, COCCOc1ccnc(Cl)n1, C1COCCO1. The product is COCCOc1ccnc(Nc2cc(C)cc(B3OC(C)(C)C(C)(C)O3)c2)n1. Reaction SMILES: [CH3:13][c:14]1[cH:15][c:16]([NH2:17])[cH:18][c:19]([B:21]2[O:22][C:23]([CH3:28])([CH3:29])[C:24]([CH3:26])([CH3:27])[O:25]2)[cH:20]1.[CH3:30][S:31](=[O:32])(=[O:33])[OH:34].[Cl:1][c:2]1[n:3][cH:4][cH:5][c:6]([O:8][CH2:9][CH2:10][O:11][CH3:12])[n:7]1.[O:35]1[CH2:36][CH2:37][O:38][CH2:39][CH2:40]1>>[c:2]1([NH:17][c:16]2[cH:15][c:14]([CH3:13])[cH:20][c:19]([B:21]3[O:22][C:23]([CH3:28])([CH3:29])[C:24]([CH3:26])([CH3:27])[O:25]3)[cH:18]2)[n:3][cH:4][cH:5][c:6]([O:8][CH2:9][CH2:10][O:11][CH3:12])[n:7]1.